This data is from the Open Reaction Database (ORD), a public repository of structured organic reaction records. The task is: describe an organic reaction: reactants, conditions, products, and yield Yields the product [N-]=[N+]=NCc1ccccc1-c1ccccc1. As a reaction SMILES: [Br:1][CH2:2][c:3]1[c:4](-[c:9]2[cH:10][cH:11][cH:12][cH:13][cH:14]2)[cH:5][cH:6][cH:7][cH:8]1.[CH3:21][S:22]([CH3:23])=[O:24].[I-:20].[N-:16]=[N+:17]=[N-:18].[Na+:15].[Na+:19]>>[CH2:2]([c:3]1[c:4](-[c:9]2[cH:10][cH:11][cH:12][cH:13][cH:14]2)[cH:5][cH:6][cH:7][cH:8]1)[N:16]=[N+:17]=[N-:18]. The reactants are BrCc1ccccc1-c1ccccc1, CS(C)=O, [I-], [N-]=[N+]=[N-], [Na+], [Na+]. Starting materials: CCCCC(=O)Cl, COc1ccc(N)c([N+](=O)[O-])c1, O, c1ccncc1. The product is CCCCC(=O)Nc1ccc(OC)cc1[N+](=O)[O-]. As a reaction SMILES: [C:13]([CH2:14][CH2:15][CH2:16][CH3:17])(=[O:18])[Cl:19].[N+:1](=[O:2])([O-:3])[c:4]1[c:5]([NH2:6])[cH:7][cH:8][c:9]([O:11][CH3:12])[cH:10]1.[OH2:20].[cH:21]1[cH:22][cH:23][n:24][cH:25][cH:26]1>>[N+:1](=[O:2])([O-:3])[c:4]1[c:5]([NH:6][C:13]([CH2:14][CH2:15][CH2:16][CH3:17])=[O:18])[cH:7][cH:8][c:9]([O:11][CH3:12])[cH:10]1.